describe an organic reaction: reactants, conditions, products, and yield From a dataset of the Open Reaction Database (ORD), a public repository of structured organic reaction records. Reactants: solution, Cl (hydrogen chloride), FC=1C=C(C=CC1F)S (3,4-Difluorothiophenol), C([O-])([O-])=O.[K+].[K+] (potassium carbonate), C(#N)C=1C=C(C=CC1F)S(=O)(=O)N(C1=NC=NS1)CC1=C(C=C(C=C1)OC)OC (3-cyano-N-(2,4-dimethoxybenzyl)-4-fluoro-N-1,2,4-thiadiazol-5-ylbenzenesulfonamide). Run in CS(=O)C (dimethylsulfoxide), O1CCOCC1 (1,4-dioxane), CN(C(C)=O)C (N,N-dimethylacetamide), O1CCOCC1 (1,4-dioxane). Reaction conditions: time 5 minute. The product is C(#N)C=1C=C(C=CC1SC1=CC(=C(C=C1)F)F)S(=O)(=O)NC1=NC=NS1 (3-Cyano-4-[(3,4-difluorophenyl)thio]-N-1,2,4-thiadiazol-5-ylbenzenesulfonamide). Reaction SMILES: [F:1][C:2]1[CH:3]=[C:4]([SH:9])[CH:5]=[CH:6][C:7]=1[F:8].C(=O)([O-])[O-].[K+].[K+].[C:16]([C:18]1[CH:19]=[C:20]([S:25]([N:28](CC2C=CC(OC)=CC=2OC)[C:29]2[S:33][N:32]=[CH:31][N:30]=2)(=[O:27])=[O:26])[CH:21]=[CH:22][C:23]=1F)#[N:17].Cl>CN(C)C(=O)C.O1CCOCC1.CS(C)=O>[C:16]([C:18]1[CH:19]=[C:20]([S:25]([NH:28][C:29]2[S:33][N:32]=[CH:31][N:30]=2)(=[O:27])=[O:26])[CH:21]=[CH:22][C:23]=1[S:9][C:4]1[CH:5]=[CH:6][C:7]([F:8])=[C:2]([F:1])[CH:3]=1)#[N:17] |f:1.2.3|. Procedure: 3,4-Difluorothiophenol (0.101 g, 0.690 mmol) and potassium carbonate (0.200 g, 1.45 mmol) were stirred in N,N-dimethylacetamide (3 mL). After 5 minutes, 3-cyano-N-(2,4-dimethoxybenzyl)-4-fluoro-N-1,2,4-thiadiazol-5-ylbenzenesulfonamide (Preparation 1, 0.300 g, 0.690 mmol) was added to the reaction mixture and the mixture stirred at ambient temperature overnight. The mixture was partitioned between ethyl acetate and water. The organic layer was washed with a 1M aqueous solution of sodium hydroxid... Reactants: C(#N)C1=CC=CC2=C1CC(C1=C(S2)C=C(C=C1)F)=NN (9-cyano-3-fluoro-10,11-dihydrodibenzo[b,f]thiepin-11-one hydrazone), [OH-].[Na+] (sodium hydroxide), C(COCCO)O (diethylene glycol), O (water). Reaction conditions: time 5 hour. Product: C(=O)(O)C1=CC=CC2=C1CCC1=C(S2)C=C(C=C1)O (9-carboxy-3-hydroxy-10,11-dihydrodibenzo[b,f]thiepin). Reaction SMILES: [C:1]([C:3]1[C:8]2[CH2:9][C:10](=NN)[C:11]3[CH:17]=CC(F)=[CH:14][C:12]=3[S:13][C:7]=2[CH:6]=[CH:5][CH:4]=1)#N.[OH-:21].[Na+].C(O)CO[CH2:26][CH2:27][OH:28].[OH2:30]>>[C:1]([C:3]1[C:8]2[CH2:9][CH2:10][C:11]3[CH:17]=[CH:26][C:27]([OH:28])=[CH:14][C:12]=3[S:13][C:7]=2[CH:6]=[CH:5][CH:4]=1)([OH:30])=[O:21] |f:1.2|. Procedure details: 1.0 g of 9-cyano-3-fluoro-10,11-dihydrodibenzo[b,f]thiepin-11-one hydrazone and 1.0 g of sodium hydroxide were added to 15 ml of diethylene glycol and the resulting mixture was heated with stirring at 190°-200° C. for 5 hours. After cooling, water was added to the mixture, which was washed with benzene. The aqueous layer was acidified with hydrochloric acid and extracted with ethyl acetate. The extract was washed with water and dried over anhydrous sodium sulfate. The solvent was evaporated to o... The reactants are CCOC(=O)CCNC(=O)c1ccc(N2CCC(=O)CC2)cc1, CS(=O)(=O)Nc1cc(C(O)CN)ccc1O. The product is CCOC(=O)CCNC(=O)c1ccc(N2CCC(NCC(O)c3ccc(O)c(NS(C)(=O)=O)c3)CC2)cc1. As a reaction SMILES: [CH2:1]([CH3:2])[O:3][C:4]([CH2:5][CH2:6][NH:7][C:8]([c:9]1[cH:10][cH:11][c:12]([N:15]2[CH2:16][CH2:17][C:18](=[O:21])[CH2:19][CH2:20]2)[cH:13][cH:14]1)=[O:22])=[O:23].[NH2:24][CH2:25][CH:26]([OH:27])[c:28]1[cH:29][cH:30][c:31]([OH:39])[c:32]([NH:34][S:35](=[O:36])(=[O:37])[CH3:38])[cH:33]1>>[CH2:1]([CH3:2])[O:3][C:4]([CH2:5][CH2:6][NH:7][C:8]([c:9]1[cH:10][cH:11][c:12]([N:15]2[CH2:16][CH2:17][CH:18]([NH:24][CH2:25][CH:26]([OH:27])[c:28]3[cH:29][cH:30][c:31]([OH:39])[c:32]([NH:34][S:35](=[O:36])(=[O:37])[CH3:38])[cH:33]3)[CH2:19][CH2:20]2)[cH:13][cH:14]1)=[O:22])=[O:23]. The reactants are COC(=O)c1ccc2ccn(C3CCN(C(=O)OCc4ccccc4)CC3)c2c1, CO, [Cl-], [NH4+], [Na+], C1CCOC1, [OH-]. As a reaction SMILES: [CH2:1]([c:2]1[cH:3][cH:4][cH:5][cH:6][cH:7]1)[O:8][C:9](=[O:10])[N:11]1[CH2:12][CH2:13][CH:14]([n:17]2[cH:18][cH:19][c:20]3[cH:21][cH:22][c:23]([C:26](=[O:27])[O:28][CH3:29])[cH:24][c:25]23)[CH2:15][CH2:16]1.[CH3:30][OH:31].[Cl-:34].[NH4+:35].[Na+:33].[O:36]1[CH2:37][CH2:38][CH2:39][CH2:40]1.[OH-:32]>>[CH2:1]([c:2]1[cH:3][cH:4][cH:5][cH:6][cH:7]1)[O:8][C:9](=[O:10])[N:11]1[CH2:12][CH2:13][CH:14]([n:17]2[cH:18][cH:19][c:20]3[cH:21][cH:22][c:23]([C:26](=[O:27])[OH:28])[cH:24][c:25]23)[CH2:15][CH2:16]1. Yields the product O=C(O)c1ccc2ccn(C3CCN(C(=O)OCc4ccccc4)CC3)c2c1. Starting materials: C(CCCCCCCCCCC)(=O)OC[C@H](CSC[C@@H](C(=O)NCCCCCC(=O)OCC1=CC=CC=C1)NC(=O)OCC1C2=CC=CC=C2C=2C=CC=CC12)OC(CCCCCCCCCCC)=O ((R)-3-((R)-2-(((9H-fluoren-9-yl)methoxy)carbonylamino)-3-(6-(benzyloxy)-6-oxohexylamino)-3-oxopropylthio)propane-1,2-diyl didodecanoate), N1CCCCC1 (piperidine). Run in C(C)#N (acetonitrile). Conditions: temperature 25 celsius. Yields the product C(CCCCCCCCCCC)(=O)OC[C@H](CSC[C@@H](C(=O)NCCCCCC(=O)OCC1=CC=CC=C1)N)OC(CCCCCCCCCCC)=O ((R)-3-((R)-2-amino-3-(6-(benzyloxy)-6-oxohexylamino)-3-oxopropylthio)propane-1,2-diyl didodecanoate). RXN SMILES: [C:1]([O:14][CH2:15][C@@H:16]([O:57][C:58](=[O:70])[CH2:59][CH2:60][CH2:61][CH2:62][CH2:63][CH2:64][CH2:65][CH2:66][CH2:67][CH2:68][CH3:69])[CH2:17][S:18][CH2:19][C@H:20]([NH:39]C(OCC1C2C=CC=CC=2C2C1=CC=CC=2)=O)[C:21]([NH:23][CH2:24][CH2:25][CH2:26][CH2:27][CH2:28][C:29]([O:31][CH2:32][C:33]1[CH:38]=[CH:37][CH:36]=[CH:35][CH:34]=1)=[O:30])=[O:22])(=[O:13])[CH2:2][CH2:3][CH2:4][CH2:5][CH2:6][CH2:7][CH2:8][CH2:9][CH2:10][CH2:11][CH3:12].N1CCCCC1>C(#N)C>[C:1]([O:14][CH2:15][C@@H:16]([O:57][C:58](=[O:70])[CH2:59][CH2:60][CH2:61][CH2:62][CH2:63][CH2:64][CH2:65][CH2:66][CH2:67][CH2:68][CH3:69])[CH2:17][S:18][CH2:19][C@H:20]([NH2:39])[C:21]([NH:23][CH2:24][CH2:25][CH2:26][CH2:27][CH2:28][C:29]([O:31][CH2:32][C:33]1[CH:34]=[CH:35][CH:36]=[CH:37][CH:38]=1)=[O:30])=[O:22])(=[O:13])[CH2:2][CH2:3][CH2:4][CH2:5][CH2:6][CH2:7][CH2:8][CH2:9][CH2:10][CH2:11][CH3:12]. Procedure details: To a solution of (R)-3-((R)-2-(((9H-fluoren-9-yl)methoxy)carbonylamino)-3-(6-(benzyloxy)-6-oxohexylamino)-3-oxopropylthio)propane-1,2-diyl didodecanoate (1 eq) was added 20% piperidine (50 eq) in acetonitrile. The resulting mixture was stirred at 25° C. until the deprotection completed. To the mixture was concentrated en vaccuo. The crude mixture was purified by flash chromatography on a COMBIFLASH® system (ISCO) using 100% EtOAc, then 0-10% MeOH/DCM to give the product. Starting materials: N1=C(C=CC=C1)C=1NC(=CC(C1)=O)C1=NC=CC=C1 (1′H-[2,2′;6′,2″]terpyridin-4′-one), P(Cl)(Cl)(Cl)(Cl)Cl (phosphorus pentachloride). Solvent: P(=O)(Cl)(Cl)Cl (phosphorus oxychloride). The product is ClC1=CC(=NC(=C1)C1=NC=CC=C1)C1=NC=CC=C1 (4′-chloro-[2,2′;6′,2″]terpyridine). RXN SMILES: [N:1]1[CH:6]=[CH:5][CH:4]=[CH:3][C:2]=1[C:7]1[NH:8][C:9]([C:14]2[CH:19]=[CH:18][CH:17]=[CH:16][N:15]=2)=[CH:10][C:11](=O)[CH:12]=1.P(Cl)(Cl)(Cl)(Cl)[Cl:21]>P(Cl)(Cl)(Cl)=O>[Cl:21][C:11]1[CH:12]=[C:7]([C:2]2[CH:3]=[CH:4][CH:5]=[CH:6][N:1]=2)[N:8]=[C:9]([C:14]2[CH:19]=[CH:18][CH:17]=[CH:16][N:15]=2)[CH:10]=1. Reported procedure: A mixture of 3.99 g (16 mmol) of 1′H-[2,2′;6′,2″]terpyridin-4′-one (L1) and 8.0 g (38 mmol) of phosphorus pentachloride is boiled at reflux in 200 ml of phosphorus oxychloride for sixteen hours. The mixture is allowed to cool and concentrated to dryness. 200 ml of ice-water are then added cautiously to the residue, and the solution is then adjusted to pH 9 with aqueous potassium hydroxide solution. Extraction is carried out three times using chloroform and the organic extracts are dried over sod... Procedure details: passing a vaporized feed stream including 3-cyanopyridine, chlorine and an inert gas into a first reaction zone having a hot spot at a temperature of about 350° C. to about 420° C., and subsequently passing the stream through a second reaction zone having a temperature of about 200° C. to about 340° C., so as to produce 2-chloro-5-cyanopyridine. The reactants are C(#N)C=1C=NC=CC1 (3-cyanopyridine), ClCl (chlorine). Yields the product ClC1=NC=C(C=C1)C#N (2-chloro-5-cyanopyridine). Reaction SMILES: [C:1]([C:3]1[CH:4]=[N:5][CH:6]=[CH:7][CH:8]=1)#[N:2].[Cl:9]Cl>>[Cl:9][C:6]1[CH:7]=[CH:8][C:3]([C:1]#[N:2])=[CH:4][N:5]=1. Reactants: N1=CC(=CC=C1)CSCCO (2-(3-pyridylmethylthio)ethanol), ClC=1C=C(C(=O)OO)C=CC1 (m-chloroperoxybenzoic acid). Solvent: ClCCl (dichloromethane), ClCCl (dichloromethane). Reaction conditions: temperature 0 celsius, time 3 hour. Product: N1=CC(=CC=C1)CS(=O)CCO (2-(3-pyridylmethylsulphinyl)ethanol). As a reaction SMILES: [N:1]1[CH:6]=[CH:5][CH:4]=[C:3]([CH2:7][S:8][CH2:9][CH2:10][OH:11])[CH:2]=1.ClC1C=C(C=CC=1)C(OO)=[O:17]>ClCCl>[N:1]1[CH:6]=[CH:5][CH:4]=[C:3]([CH2:7][S:8]([CH2:9][CH2:10][OH:11])=[O:17])[CH:2]=1. Procedure details: A stirred solution of 2-(3-pyridylmethylthio)ethanol (3.38 g, 20 mmol) in dichloromethane (50 ml) at 0° C. was treated dropwise with a solution of m-chloroperoxybenzoic acid in dichloromethane (50 ml). The mixture was stirred at 0° C. for 1 hr and at room temperature for 3 hrs. The mixture was evaporated in vacuo and purified by flash chromatography on silica eluting with 20% methanol in ethyl acetate to give 2-(3-pyridylmethylsulphinyl)ethanol (3.5 g), as colourless crystals, m.p. 84°-86° C.;